This data is from the Open Reaction Database (ORD), a public repository of structured organic reaction records. The task is: describe an organic reaction: reactants, conditions, products, and yield Reactants: Cl.C1(CC1)N(C(C1=CC=C(C=C1)C1=CN=CO1)=O)C1CCNCC1 (N-cyclopropyl-4-oxazol-5-yl-N-piperidin-4-yl-benzamide hydrochloride), ClC=1N=CC(=NC1)C#N (5-chloro-pyrazine-2-carbonitrile). Run in CN1C(CCC1)=O (N-methylpyrrolidinone). The product is C(#N)C=1N=CC(=NC1)N1CCC(CC1)N(C(C1=CC=C(C=C1)C1=CN=CO1)=O)C1CC1 (N-[1-(5-Cyano-pyrazin-2-yl)-piperidin-4-yl]-N-cyclopropyl-4-oxazol-5-yl-benzamide). Reaction SMILES: Cl.[CH:2]1([N:5]([CH:19]2[CH2:24][CH2:23][NH:22][CH2:21][CH2:20]2)[C:6](=[O:18])[C:7]2[CH:12]=[CH:11][C:10]([C:13]3[O:17][CH:16]=[N:15][CH:14]=3)=[CH:9][CH:8]=2)[CH2:4][CH2:3]1.Cl[C:26]1[N:27]=[CH:28][C:29]([C:32]#[N:33])=[N:30][CH:31]=1>CN1CCCC1=O>[C:32]([C:29]1[N:30]=[CH:31][C:26]([N:22]2[CH2:23][CH2:24][CH:19]([N:5]([CH:2]3[CH2:4][CH2:3]3)[C:6](=[O:18])[C:7]3[CH:8]=[CH:9][C:10]([C:13]4[O:17][CH:16]=[N:15][CH:14]=4)=[CH:11][CH:12]=3)[CH2:20][CH2:21]2)=[N:27][CH:28]=1)#[N:33] |f:0.1|. Reported procedure: The title compound is prepared from N-cyclopropyl-4-oxazol-5-yl-N-piperidin-4-yl-benzamide hydrochloride and 5-chloro-pyrazine-2-carbonitrile following a procedure analogous to that described in Example 19 using N-methylpyrrolidinone as solvent. LC (method 16): tR=0.46 min; Mass spectrum (ESI+): m/z=415 [M+H]+.